The task is: describe an organic reaction: reactants, conditions, products, and yield. This data is from the Open Reaction Database (ORD), a public repository of structured organic reaction records. The reactants are CN(C)C=O (DMF), C[C@@H]1CNC[C@@H](O1)C (cis-2,6-dimethylmorpholine), C(=O)([O-])[O-].[Cs+].[Cs+] (Cs2CO3), ClC1=NN2C(C=C1)=NC(=C2)C=2C=CC(=C(C2)NC(C(C)(C)C)=O)C(F)(F)F (N-[5-(6-chloroimidazo[2,1-f]pyridazin-2-yl)-2-(trifluoromethyl)phenyl]-2,2-dimethyl-propanamide). Solvent: O (H2O). Reaction conditions: temperature 120 celsius, time 16 hour. Product: C[C@@H]1CN(C[C@@H](O1)C)C1=NN2C(C=C1)=NC(=C2)C=2C=CC(=C(C2)NC(C(C)(C)C)=O)C(F)(F)F (N-[5-[6-[(cis)-2,6-dimethylmorpholin-4-yl]imidazo[2,1-f]pyridazin-2-yl]-2-(trifluoromethyl)phenyl]-2,2-dimethyl-propanamide). The yield is 56.8%. RXN SMILES: CN(C=O)C.[CH3:6][C@H:7]1[O:12][C@@H:11]([CH3:13])[CH2:10][NH:9][CH2:8]1.C([O-])([O-])=O.[Cs+].[Cs+].Cl[C:21]1[CH:26]=[CH:25][C:24]2=[N:27][C:28]([C:30]3[CH:31]=[CH:32][C:33]([C:43]([F:46])([F:45])[F:44])=[C:34]([NH:36][C:37](=[O:42])[C:38]([CH3:41])([CH3:40])[CH3:39])[CH:35]=3)=[CH:29][N:23]2[N:22]=1>O>[CH3:13][C@H:11]1[O:12][C@@H:7]([CH3:6])[CH2:8][N:9]([C:21]2[CH:26]=[CH:25][C:24]3=[N:27][C:28]([C:30]4[CH:31]=[CH:32][C:33]([C:43]([F:44])([F:45])[F:46])=[C:34]([NH:36][C:37](=[O:42])[C:38]([CH3:41])([CH3:40])[CH3:39])[CH:35]=4)=[CH:29][N:23]3[N:22]=2)[CH2:10]1 |f:2.3.4|. Procedure: An 8 mL vial is charged with DMF (1 mL), cis-2,6-dimethylmorpholine (0.034 g), Cs2CO3 (0.130 g), and N-[5-(6-chloroimidazo[2,1-f]pyridazin-2-yl)-2-(trifluoromethyl)phenyl]-2,2-dimethyl-propanamide (0.0396 g, 0.1 mmol). The mixture is stirred at 120° C. for 16 hr, then diluted with H2O (5 mL) and extracted with Et2O (3 mL×2). Organics are dried and concentrated onto celite, purified by silica gel chromatography (0-100% EtOAc in Hexanes) to give the title compound (0.027 g, 57% yield). LCMS m/z=47... Starting materials: O[C@@]12CCC(C[C@]13C=1C(=CC=CC1C[C@H]2NCC3)OC)=O (14-hydroxy-4-methoxymorphinan-6-one), C(=O)([O-])[O-].[K+].[K+] (K2CO3), C1(CC1)C(=O)Cl (cyclopropanecarboxylic acid chloride), ice. Solvent: CN(C)C=O (DMF), CN(C)C=O (DMF). Yields the product C1(CC1)C(=O)N1[C@H]2[C@@]3(CCC(C[C@@]3(C=3C(=CC=CC3C2)OC)CC1)=O)O (N-cyclopropylcarbonyl-14-hydroxy-4-methoxymorphinan-6-one). Isolated yield 85.6%. As a reaction SMILES: [OH:1][C@:2]12[C@@H:15]3[NH:16][CH2:17][CH2:18][C@:7]1([C:8]1[C:9]([O:19][CH3:20])=[CH:10][CH:11]=[CH:12][C:13]=1[CH2:14]3)[CH2:6][C:5](=[O:21])[CH2:4][CH2:3]2.C([O-])([O-])=O.[K+].[K+].[CH:28]1([C:31](Cl)=[O:32])[CH2:30][CH2:29]1>CN(C=O)C>[CH:28]1([C:31]([N:16]2[CH2:17][CH2:18][C@@:7]34[C:8]5[C:9]([O:19][CH3:20])=[CH:10][CH:11]=[CH:12][C:13]=5[CH2:14][C@@H:15]2[C@:2]3([OH:1])[CH2:3][CH2:4][C:5](=[O:21])[CH2:6]4)=[O:32])[CH2:30][CH2:29]1 |f:1.2.3|. Procedure details: To an ice-cooled mixture of 330 mg (1.15 mmol) 14-hydroxy-4-methoxymorphinan-6-one, 400 mg (2.89 mmol) anhydrous K2CO3 in 10 ml dry DMF was dropped a solution of 0.11 ml (1.21 mmol) cyclopropanecarboxylic acid chloride in 3 ml dry DMF during 10 min. while stirring. This mixture was stirred at 0° C. for an additional 50 min., then filtered, washed with CHCl3 and the filtrate evaporated. The residue was partitioned between water and CH2Cl2, the organic layer separated, washed with brine, dried and... Reactants: ClC1=C(C(=CC=C1)Cl)CS(=O)(=O)C=1C=C2/C(/C(NC2=CC1)=O)=C/C1=C(C(=C(N1)C)C(=O)O)C (5-[5-(2,6-Dichloro-phenylmethanesulfonyl)-2-oxo-1,2-dihydro-indol-(3Z)-ylidenemethyl]-2,4-dimethyl-1H-pyrrole-3-carboxylic acid), FC1CN(CCC1)CCN (2-(3-fluoro-piperidin-1-yl)-ethylamine). Yields the product FC1CN(CCC1)CCNC(=O)C1=C(NC(=C1C)\C=C\1/C(NC2=CC=C(C=C12)S(=O)(=O)CC1=C(C=CC=C1Cl)Cl)=O)C (5-[5-(2,6-Dichloro-phenylmethanesulfonyl)-2-oxo-1,2-dihydro-indol-(3Z)-ylidenemethyl]-2,4-dimethyl-1H-pyrrole-3-carboxylic acid [2-(3-Fluoro-piperidin-1-yl)-ethyl]-amide). RXN SMILES: [Cl:1][C:2]1[CH:7]=[CH:6][CH:5]=[C:4]([Cl:8])[C:3]=1[CH2:9][S:10]([C:13]1[CH:14]=[C:15]2[C:19](=[CH:20][CH:21]=1)[NH:18][C:17](=[O:22])/[C:16]/2=[CH:23]\[C:24]1[NH:28][C:27]([CH3:29])=[C:26]([C:30](O)=[O:31])[C:25]=1[CH3:33])(=[O:12])=[O:11].[F:34][CH:35]1[CH2:40][CH2:39][CH2:38][N:37]([CH2:41][CH2:42][NH2:43])[CH2:36]1>>[F:34][CH:35]1[CH2:40][CH2:39][CH2:38][N:37]([CH2:41][CH2:42][NH:43][C:30]([C:26]2[C:25]([CH3:33])=[C:24](/[CH:23]=[C:16]3\[C:17](=[O:22])[NH:18][C:19]4[C:15]\3=[CH:14][C:13]([S:10]([CH2:9][C:3]3[C:2]([Cl:1])=[CH:7][CH:6]=[CH:5][C:4]=3[Cl:8])(=[O:11])=[O:12])=[CH:21][CH:20]=4)[NH:28][C:27]=2[CH3:29])=[O:31])[CH2:36]1. Procedure: 5-[5-(2,6-Dichloro-phenylmethanesulfonyl)-2-oxo-1,2-dihydro-indol-(3Z)-ylidenemethyl]-2,4-dimethyl-1H-pyrrole-3-carboxylic acid was coupled with 2-(3-fluoro-piperidin-1-yl)-ethylamine to give the titled compound. Starting materials: COc1cc2ccccc2cc1NC(=O)Oc1ccccc1, Fc1cc(F)cc(N2CCNCC2)c1. As a reaction SMILES: [CH3:1][O:2][c:3]1[cH:4][c:5]2[cH:6][cH:7][cH:8][cH:9][c:10]2[cH:11][c:12]1[NH:13][C:14]([O:15][c:16]1[cH:17][cH:18][cH:19][cH:20][cH:21]1)=[O:22].[F:23][c:24]1[cH:25][c:26]([N:31]2[CH2:32][CH2:33][NH:34][CH2:35][CH2:36]2)[cH:27][c:28]([F:30])[cH:29]1>>[CH3:1][O:2][c:3]1[cH:4][c:5]2[cH:6][cH:7][cH:8][cH:9][c:10]2[cH:11][c:12]1[NH:13][C:14](=[O:22])[N:34]1[CH2:33][CH2:32][N:31]([c:26]2[cH:25][c:24]([F:23])[cH:29][c:28]([F:30])[cH:27]2)[CH2:36][CH2:35]1. The product is COc1cc2ccccc2cc1NC(=O)N1CCN(c2cc(F)cc(F)c2)CC1. Starting materials: [Br-], CCC[Mg+], CN(C)C=C(C(=O)C(C)(C)Cc1ccc(Cl)cc1)n1cncn1, Cl. Yields the product CCCC=C(C(=O)C(C)(C)Cc1ccc(Cl)cc1)n1cncn1. Reaction SMILES: [Br-:24].[CH2:25]([CH2:26][CH3:27])[Mg+:28].[Cl:1][c:2]1[cH:3][cH:4][c:5]([CH2:8][C:9]([C:10]([C:11](=[CH:12][N:13]([CH3:14])[CH3:15])[n:16]2[n:17][cH:18][n:19][cH:20]2)=[O:21])([CH3:22])[CH3:23])[cH:6][cH:7]1.[ClH:29]>>[Cl:1][c:2]1[cH:3][cH:4][c:5]([CH2:8][C:9]([C:10]([C:11](=[CH:12][CH2:25][CH2:26][CH3:27])[n:16]2[n:17][cH:18][n:19][cH:20]2)=[O:21])([CH3:22])[CH3:23])[cH:6][cH:7]1. Reactants: ClCCl, CCOCC, O=[Cr](=O)([O-])Cl, CCOC(=O)C1CC2CC(O)CCC2CN1C(=O)OC, c1cc[nH+]cc1. The product is CCOC(=O)C1CC2CC(=O)CCC2CN1C(=O)OC. RXN SMILES: [CH2:37]([Cl:38])[Cl:39].[CH3:32][CH2:33][O:34][CH2:35][CH3:36].[O:1]=[Cr:2]([Cl:3])([O-:4])=[O:5].[OH:12][CH:13]1[CH2:14][CH:15]2[CH2:16][CH:17]([C:27](=[O:28])[O:29][CH2:30][CH3:31])[N:18]([C:23](=[O:24])[O:25][CH3:26])[CH2:19][CH:20]2[CH2:21][CH2:22]1.[nH+:6]1[cH:7][cH:8][cH:9][cH:10][cH:11]1>>[O:12]=[C:13]1[CH2:14][CH:15]2[CH2:16][CH:17]([C:27](=[O:28])[O:29][CH2:30][CH3:31])[N:18]([C:23](=[O:24])[O:25][CH3:26])[CH2:19][CH:20]2[CH2:21][CH2:22]1. The reactants are CO, CCCCCCCC(=O)N(C)Cc1cccc(-c2ccc(C=CC(=O)OC)s2)c1, CCCCC, CC(=O)O, [Na+], C1CCOC1, [OH-], O. Product: CCCCCCCC(=O)N(C)Cc1cccc(-c2ccc(C=CC(=O)O)s2)c1. RXN SMILES: [CH3:32][OH:33].[CH3:3][N:4]([C:5]([CH2:6][CH2:7][CH2:8][CH2:9][CH2:10][CH2:11][CH3:12])=[O:13])[CH2:14][c:15]1[cH:16][c:17](-[c:21]2[cH:22][cH:23][c:24]([CH:26]=[CH:27][C:28](=[O:29])[O:30][CH3:31])[s:25]2)[cH:18][cH:19][cH:20]1.[CH3:40][CH2:41][CH2:42][CH2:43][CH3:44].[CH3:45][C:46](=[O:47])[OH:48].[Na+:2].[O:34]1[CH2:35][CH2:36][CH2:37][CH2:38]1.[OH-:1].[OH2:39]>>[CH3:3][N:4]([C:5]([CH2:6][CH2:7][CH2:8][CH2:9][CH2:10][CH2:11][CH3:12])=[O:13])[CH2:14][c:15]1[cH:16][c:17](-[c:21]2[cH:22][cH:23][c:24]([CH:26]=[CH:27][C:28](=[O:29])[OH:30])[s:25]2)[cH:18][cH:19][cH:20]1. Starting materials: CC(C)(C)OC(=O)Nc1c(F)cccc1C(=O)OCCO[Si](C)(C)C(C)(C)C, C1CCOC1, CCCC[N+](CCCC)(CCCC)CCCC, [Cl-], [F-], [NH4+]. The product is CC(C)(C)OC(=O)Nc1c(F)cccc1C(=O)OCCO. RXN SMILES: [C:1]([Si:2]([CH3:3])([CH3:4])[O:6][CH2:7][CH2:8][O:9][C:10]([c:11]1[c:12]([NH:18][C:19](=[O:20])[O:21][C:22]([CH3:23])([CH3:24])[CH3:25])[c:13]([F:17])[cH:14][cH:15][cH:16]1)=[O:26])([CH3:5])([CH3:27])[CH3:28].[CH2:49]1[O:50][CH2:51][CH2:52][CH2:53]1.[CH3:30][CH2:31][CH2:32][CH2:33][N+:34]([CH2:35][CH2:36][CH2:37][CH3:38])([CH2:39][CH2:40][CH2:41][CH3:42])[CH2:43][CH2:44][CH2:45][CH3:46].[Cl-:47].[F-:29].[NH4+:48]>>[OH:6][CH2:7][CH2:8][O:9][C:10]([c:11]1[c:12]([NH:18][C:19](=[O:20])[O:21][C:22]([CH3:23])([CH3:24])[CH3:25])[c:13]([F:17])[cH:14][cH:15][cH:16]1)=[O:26]. Reactants: CCOC(=O)C1CC2C(C(C)C)CC1N(Cc1ccccc1)C2C, CCO, CC(=O)O, [Na+], [OH-], O. The product is CC(C)C1CC2C(C(=O)O)CC1C(C)N2Cc1ccccc1. As a reaction SMILES: [CH3:1][CH:2]1[N:3]([CH2:18][c:19]2[cH:20][cH:21][cH:22][cH:23][cH:24]2)[CH:4]2[CH:5]([C:13](=[O:14])[O:15][CH2:16][CH3:17])[CH2:6][CH:7]1[CH:8]([CH:10]([CH3:11])[CH3:12])[CH2:9]2.[CH3:25][CH2:26][OH:27].[CH3:30][C:31](=[O:32])[OH:33].[Na+:29].[OH-:28].[OH2:34]>>[CH3:1][CH:2]1[N:3]([CH2:18][c:19]2[cH:20][cH:21][cH:22][cH:23][cH:24]2)[CH:4]2[CH:5]([C:13](=[O:14])[OH:15])[CH2:6][CH:7]1[CH:8]([CH:10]([CH3:11])[CH3:12])[CH2:9]2. The reactants are IC1=C(C(=NC=C1)OC)C=O (4-iodo-2-methoxy-pyridine-3-carbaldehyde), CC(C)=CC (2-methyl-2-butene), solution, P(=O)(O)(O)[O-].[Na+] (natriumdihydrogen-phosphate), Cl(=O)[O-].[Na+] (sodiumchlorite). The solvent is C(=O)O (formic acid), C(C)(C)(C)O (tert.-butanol), C1CCOC1 (THF), O (water). Conditions: time 1 hour. The product is IC1=CC=NC(=C1C(=O)O)OC (4-Iodo-2-methoxy-nicotinic acid). The yield is 65.6%. As a reaction SMILES: [I:1][C:2]1[CH:7]=[CH:6][N:5]=[C:4]([O:8][CH3:9])[C:3]=1[CH:10]=[O:11].CC(=CC)C.P([O-])(O)(O)=[O:18].[Na+].Cl([O-])=O.[Na+]>C(O)(C)(C)C.C1COCC1.C(O)=O.O>[I:1][C:2]1[C:3]([C:10]([OH:18])=[O:11])=[C:4]([O:8][CH3:9])[N:5]=[CH:6][CH:7]=1 |f:2.3,4.5|. Reported procedure: To a solution of 4-iodo-2-methoxy-pyridine-3-carbaldehyde (4.96 g, 18.9 mmol) in 22 mL tert.-butanol was added in this order 2-methyl-2-butene (30 mL of a 2 M solution in THF, 60 mmol), natriumdihydrogen-phosphate (5.7 g, 47.5 mmol), water (15 mL) and sodiumchlorite (3.9 g, 43 mmol). The mixture was stirred at ambient temperature for 1 hour, then poured on dilute aqueous formic acid. The mixture was extracted with ethyl acetate, the organic layer washed with water and brine and concentrated. The...